Dataset: the Open Reaction Database (ORD), a public repository of structured organic reaction records. Task: describe an organic reaction: reactants, conditions, products, and yield The reactants are C1(=CC=C(C=C1)S(=O)(=O)O)C (p-toluenesulphonic acid), C1(CC1)C(=O)CC(=O)OCC (ethyl cyclopropylcarbonylacetate), N (ammonia), O (water), N (ammonia). The solvent is C1(=CC=CC=C1)C (toluene). Conditions: time 8 hour. The product is NC(=CC(=O)OCC)C1CC1 (Ethyl 3-amino-3-cyclopropyl-acrylate). RXN SMILES: C1(C)C=CC(S(O)(=O)=O)=CC=1.[CH:12]1([C:15]([CH2:17][C:18]([O:20][CH2:21][CH3:22])=[O:19])=O)[CH2:14][CH2:13]1.[NH3:23].O>C1(C)C=CC=CC=1>[NH2:23][C:15]([CH:12]1[CH2:14][CH2:13]1)=[CH:17][C:18]([O:20][CH2:21][CH3:22])=[O:19]. Reported procedure: 1.1 g of p-toluenesulphonic acid are added to 49.9 g (0.32 mol) of ethyl cyclopropylcarbonylacetate in 200 ml of dry toluene and the mixture is saturated with ammonia gas at room temperature with stirring. After allowing to stand overnight, the mixture is boiled under reflux for 8 hours in a water separator, ammonia gas being continuously introduced. The mixture is allowed to cool overnight and is filtered, and the toluene solution is concentrated in vacuo and removed by distillation in a high v... The reactants are C(C1=CC=CC=C1)=O (Benzaldehyde), NC1C(CN(CC1)C(=O)OC(C)(C)C)F (tert-butyl 4-amino-3-fluoropiperidine-1-carboxylate), 2.7, C(#N)[BH3-].[Na+] (Sodiumcyanoborohydride), C(CC(O)(C(=O)O)CC(=O)O)(=O)O (citric acid). Run in C(C)O (ethanol), C(C)(=O)O (acetic acid). Reaction conditions: time 30 minute. Yields the product C(C1=CC=CC=C1)NC1C(CN(CC1)C(=O)OC(C)(C)C)F (tert-butyl 4-(benzylamino)-3-fluoropiperidine-1-carboxylate), 2.8. Yield: 51.5%. RXN SMILES: [CH:1](=O)[C:2]1[CH:7]=[CH:6][CH:5]=[CH:4][CH:3]=1.[NH2:9][CH:10]1[CH2:15][CH2:14][N:13]([C:16]([O:18][C:19]([CH3:22])([CH3:21])[CH3:20])=[O:17])[CH2:12][CH:11]1[F:23].C([BH3-])#N.[Na+].C(O)(=O)CC(CC(O)=O)(C(O)=O)O>C(O)C.C(O)(=O)C>[CH2:1]([NH:9][CH:10]1[CH2:15][CH2:14][N:13]([C:16]([O:18][C:19]([CH3:21])([CH3:20])[CH3:22])=[O:17])[CH2:12][CH:11]1[F:23])[C:2]1[CH:7]=[CH:6][CH:5]=[CH:4][CH:3]=1 |f:2.3|. Procedure: Benzaldehyde (34.0 g, 0.321 mol) was added to a solution of tert-butyl 4-amino-3-fluoropiperidine-1-carboxylate, 2.7 (70 g, 0.32 mol) and acetic acid (10 mL) in ethanol (500 mL) and stirred for 30 min at room temperature. Sodiumcyanoborohydride (26.23 g, 0.417 mol) was added and stirred for 3 h. Reaction was quenched with saturated sodium bicarbonate solution (200 mL) and extracted with dichloromethane (2×250 mL). The combined organic layers were washed with brine, dried over anhydrous sodium su... The reactants are C(C)OC(=O)C1CCCCC1=O (6-oxo-cyclohexane carboxylic acid ethyl ester), ONC(=O)[C@@H]1N(CCCC[C@@H]1CC1=CC=CC=C1)S(=O)(=O)C1=CC=C(C=C1)OC (cis-3-Benzyl-1-(4-methoxybenzene sulfonyl)-azepane-2-carboxylic acid-hydroxyamide). Yields the product COC1=CC=C(C=C1)S(=O)(=O)N1C(CCCCC1)C(=O)NO (1-(4-Methoxybenzenesulfonyl)-azepane-2-hydroxamic acid). Reaction SMILES: C(OC(C1C(=O)CCCC1)=O)C.[OH:13][NH:14][C:15]([C@H:17]1[C@@H:23](CC2C=CC=CC=2)[CH2:22][CH2:21][CH2:20][CH2:19][N:18]1[S:31]([C:34]1[CH:39]=[CH:38][C:37]([O:40][CH3:41])=[CH:36][CH:35]=1)(=[O:33])=[O:32])=[O:16]>>[CH3:41][O:40][C:37]1[CH:38]=[CH:39][C:34]([S:31]([N:18]2[CH2:19][CH2:20][CH2:21][CH2:22][CH2:23][CH:17]2[C:15]([NH:14][OH:13])=[O:16])(=[O:32])=[O:33])=[CH:35][CH:36]=1. Procedure: 1-(4-Methoxybenzenesulfonyl)-azepane-2-hydroxamic acid was synthesized from 6-oxo-cyclohexane carboxylic acid ethyl ester in the same manner as the procedures used for the preparation of cis-3-Benzyl-1-(4-methoxybenzene sulfonyl)-azepane-2-carboxylic acid-hydroxyamide. Reactants: S(=O)(Cl)Cl (thionyl chloride), [N+](=O)([O-])C1=CC=C(COC(C(O)N2C([C@@H]([C@H]2SC(=S)SCCNC(=O)OCC2=CC=C(C=C2)[N+](=O)[O-])OC)=O)=O)C=C1 (2-[(3S,4R)-4-(2-p-nitrobenzyloxycarbonylaminoethylthiothiocarbonylthio)-3-methoxy-2-oxoazetidin-1-yl]-2-hydroxyacetic acid p-nitrobenzyl ester), C1(=CC=CC=C1)P(C1=CC=CC=C1)C1=CC=CC=C1 (triphenylphosphine), [N+](=O)([O-])C1=CC=C(COC(C(Cl)N2C([C@@H]([C@H]2SC(=S)SCCNC(=O)OCC2=CC=C(C=C2)[N+](=O)[O-])OC)=O)=O)C=C1 (2-[(3S,4R)-4-(2-p-nitrobenzyloxycarbonylaninoethylthiothiocarbonylthio)-3-methoxy-2-oxoazetidin-1-yl]-2-chloroacetic acid p-nitrobenzyl ester). Solvent: O1CCCC1 (tetrahydrofuran), O1CCCC1 (tetrahydrofuran), C(C)N(CC)CC (triethylamine), O1CCCC1 (tetrahydrofuran). Product: [N+](=O)([O-])C1=CC=C(COC(C(=P(C2=CC=CC=C2)(C2=CC=CC=C2)C2=CC=CC=C2)N2C([C@@H]([C@H]2SC(=S)SCCNC(=O)OCC2=CC=C(C=C2)[N+](=O)[O-])OC)=O)=O)C=C1 (2-[(3S,4R)-4-(2-p-nitrobenzyloxycarbonylaminoethylthiothiocarbonylthio)-3-methoxy-2-oxoazetidin-1-yl]-2-triphenylphosphoranylideneacetic acid p-nitrobenzyl ester). Reaction SMILES: S(Cl)(Cl)=O.[N+:5]([C:8]1[CH:46]=[CH:45][C:11]([CH2:12][O:13][C:14](=[O:44])[CH:15]([N:17]2[C@H:20]([S:21][C:22]([S:24][CH2:25][CH2:26][NH:27][C:28]([O:30][CH2:31][C:32]3[CH:37]=[CH:36][C:35]([N+:38]([O-:40])=[O:39])=[CH:34][CH:33]=3)=[O:29])=[S:23])[C@@H:19]([O:41][CH3:42])[C:18]2=[O:43])O)=[CH:10][CH:9]=1)([O-:7])=[O:6].[C:47]1([P:53]([C:60]2[CH:65]=[CH:64][CH:63]=[CH:62][CH:61]=2)[C:54]2[CH:59]=[CH:58][CH:57]=[CH:56][CH:55]=2)[CH:52]=[CH:51][CH:50]=[CH:49][CH:48]=1.[N+](C1C=CC(COC(=O)C(N2[C@H](SC(SCCNC(OCC3C=CC([N+]([O-])=O)=CC=3)=O)=S)[C@@H](OC)C2=O)Cl)=CC=1)([O-])=O>O1CCCC1.C(N(CC)CC)C>[N+:5]([C:8]1[CH:9]=[CH:10][C:11]([CH2:12][O:13][C:14](=[O:44])[C:15]([N:17]2[C@H:20]([S:21][C:22]([S:24][CH2:25][CH2:26][NH:27][C:28]([O:30][CH2:31][C:32]3[CH:37]=[CH:36][C:35]([N+:38]([O-:40])=[O:39])=[CH:34][CH:33]=3)=[O:29])=[S:23])[C@@H:19]([O:41][CH3:42])[C:18]2=[O:43])=[P:53]([C:47]2[CH:48]=[CH:49][CH:50]=[CH:51][CH:52]=2)([C:54]2[CH:59]=[CH:58][CH:57]=[CH:56][CH:55]=2)[C:60]2[CH:61]=[CH:62][CH:63]=[CH:64][CH:65]=2)=[CH:45][CH:46]=1)([O-:7])=[O:6]. Procedure: Analogously to Example 24, 0.12 ml of thionyl chloride and 0.23 ml of triethylamine in 0.23 ml of absolute tetrahydrofuran are added to a solution of 640 mg of 2-[(3S,4R)-4-(2-p-nitrobenzyloxycarbonylaminoethylthiothiocarbonylthio)-3-methoxy-2-oxoazetidin-1-yl]-2-hydroxyacetic acid p-nitrobenzyl ester in 4.5 ml of absolute tetrahydrofuran. After reacting and working up, 0.54 g of triphenylphosphine is added to the crude 2-[(3S,4R)-4-(2-p-nitrobenzyloxycarbonylaninoethylthiothiocarbonylthio)-3-me... Starting materials: NC(COC1=CC=C(C=C1)NC1=CC=C(C=C1)CCNC[C@H](O)C1=C2C=CC(NC2=C(C=C1)O)=O)(C)C (5-[(R)-2-(2-{4-[4-(2-amino-2-methyl-propoxy)-phenylamino]-phenyl}-ethylamino)-1-hydroxy-ethyl]-8-hydroxy-1H-quinolin-2-one), CC1=CC=C(C=CC(=O)O)C=C1 (4-methyl cinnamic acid). Solvent: O1CCCC1 (tetrahydrofuran), O (water). Conditions: time 10 minute. The product is CC1=CC=C(C=CC(=O)O)C=C1.NC(COC1=CC=C(C=C1)NC1=CC=C(C=C1)CCNC[C@H](O)C1=C2C=CC(NC2=C(C=C1)O)=O)(C)C (5-[(R)-2-(2-{4-[4-(2-amino-2-methyl-propoxy)-phenylamino]-phenyl}-ethylamino)-1-hydroxy-ethyl]-8-hydroxy-1H-quinolin-2-one 4-methyl cinnamate). Reaction SMILES: [NH2:1][C:2]([CH3:37])([CH3:36])[CH2:3][O:4][C:5]1[CH:10]=[CH:9][C:8]([NH:11][C:12]2[CH:17]=[CH:16][C:15]([CH2:18][CH2:19][NH:20][CH2:21][C@@H:22]([C:24]3[CH:33]=[CH:32][C:31]([OH:34])=[C:30]4[C:25]=3[CH:26]=[CH:27][C:28](=[O:35])[NH:29]4)[OH:23])=[CH:14][CH:13]=2)=[CH:7][CH:6]=1.[CH3:38][C:39]1[CH:49]=[CH:48][C:42]([CH:43]=[CH:44][C:45]([OH:47])=[O:46])=[CH:41][CH:40]=1>O1CCCC1.O>[CH3:38][C:39]1[CH:49]=[CH:48][C:42]([CH:43]=[CH:44][C:45]([OH:47])=[O:46])=[CH:41][CH:40]=1.[NH2:1][C:2]([CH3:37])([CH3:36])[CH2:3][O:4][C:5]1[CH:10]=[CH:9][C:8]([NH:11][C:12]2[CH:13]=[CH:14][C:15]([CH2:18][CH2:19][NH:20][CH2:21][C@@H:22]([C:24]3[CH:33]=[CH:32][C:31]([OH:34])=[C:30]4[C:25]=3[CH:26]=[CH:27][C:28](=[O:35])[NH:29]4)[OH:23])=[CH:16][CH:17]=2)=[CH:7][CH:6]=1 |f:4.5|. Reported procedure: 5-[(R)-2-(2-{4-[4-(2-amino-2-methyl-propoxy)-phenylamino]-phenyl}-ethylamino)-1-hydroxy-ethyl]-8-hydroxy-1H-quinolin-2-one (0.21 g) was dissolved in a mixture of tetrahydrofuran (1.2 mL) and water (1.2 mL). 4-methyl cinnamic acid (0.07 g, predominantly trans) was added to the stirred solution at room temperature and it dissolved. After approximately 10 minutes, crystallisation occurred. The slurry was stirred overnight and filtered. The cake was washed with aqueous Tetrahydrofuran (1:1 THF:water... Reactants: N1C=C(C2=CC=CC=C12)C1CCC(CC1)NC(C(=O)OC)C1CCNCC1 (Methyl 2-((4-(1H-indol-3-yl)cyclohexyl)amino)-2-(piperidin-4-yl)acetate), FC=1C=C(/C=C/C(=O)O)C=C(C1)F (trans-3,5-difluorocinnamic acid), cyclohexyl. Yields the product N1C=C(C2=CC=CC=C12)[C@@H]1CC[C@H](CC1)NC(C(=O)OC)C1CCN(CC1)C(\C=C\C1=CC(=CC(=C1)F)F)=O (Methyl 2-[4-(1H-indol-3-yl)-trans-cyclohexylamino]-2-[1-(trans-3,5-difluorocinnamoyl)piperidin-4-yl]-acetate). As a reaction SMILES: [NH:1]1[C:9]2[C:4](=[CH:5][CH:6]=[CH:7][CH:8]=2)[C:3]([CH:10]2[CH2:15][CH2:14][CH:13]([NH:16][CH:17]([CH:22]3[CH2:27][CH2:26][NH:25][CH2:24][CH2:23]3)[C:18]([O:20][CH3:21])=[O:19])[CH2:12][CH2:11]2)=[CH:2]1.[F:28][C:29]1[CH:30]=[C:31]([CH:37]=[C:38]([F:40])[CH:39]=1)/[CH:32]=[CH:33]/[C:34](O)=[O:35]>>[NH:1]1[C:9]2[C:4](=[CH:5][CH:6]=[CH:7][CH:8]=2)[C:3]([C@H:10]2[CH2:15][CH2:14][C@H:13]([NH:16][CH:17]([CH:22]3[CH2:23][CH2:24][N:25]([C:34](=[O:35])/[CH:33]=[CH:32]/[C:31]4[CH:30]=[C:29]([F:28])[CH:39]=[C:38]([F:40])[CH:37]=4)[CH2:26][CH2:27]3)[C:18]([O:20][CH3:21])=[O:19])[CH2:12][CH2:11]2)=[CH:2]1. Procedure: The title compound was prepared from methyl 2-(4-(1H-indol-3-yl)cyclohexyl)amino)-2-(piperidin-4-yl)acetate (from Example 24, step A) and trans-3,5-difluorocinnamic acid, by the method of Example 1, step K, giving a solid that was mostly the more polar cyclohexyl diastereomer by LCMS. Mass spectrum (LCMS, APCI pos.) calcd. for C31H35F2N3O3: 536 (M+H). Found: 536.3. Reactants: O[C@H]1CC([C@]2(C)[C@@H]1[C@@H]1CCC3=CC(CC[C@]3(C)[C@H]1CC2)=O)=O (15α-hydroxy-4-androstene-3,17-dione), C(C)(=O)OC(C)=O (acetic anhydride), ice water. The solvent is C(Cl)Cl (methylene chloride), N1=CC=CC=C1 (pyridine). Reaction conditions: time 90 minute. Yields the product C(C)(=O)O[C@H]1CC([C@]2(C)[C@@H]1[C@@H]1CCC3=CC(CC[C@]3(C)[C@H]1CC2)=O)=O (15α-acetoxy-4-androstene-3,17-dione). Reaction SMILES: [OH:1][C@@H:2]1[C@H:7]2[C@H:8]3[C@H:18]([CH2:19][CH2:20][C@:5]2([CH3:6])[C:4](=[O:22])[CH2:3]1)[C@:16]1([CH3:17])[C:11](=[CH:12][C:13](=[O:21])[CH2:14][CH2:15]1)[CH2:10][CH2:9]3.[C:23](OC(=O)C)(=[O:25])[CH3:24]>N1C=CC=CC=1.C(Cl)Cl>[C:23]([O:1][C@@H:2]1[C@H:7]2[C@H:8]3[C@H:18]([CH2:19][CH2:20][C@:5]2([CH3:6])[C:4](=[O:22])[CH2:3]1)[C@:16]1([CH3:17])[C:11](=[CH:12][C:13](=[O:21])[CH2:14][CH2:15]1)[CH2:10][CH2:9]3)(=[O:25])[CH3:24]. Reported procedure: 168 g of 15α-hydroxy-4-androstene-3,17-dione in 250 ml of pyridine and 125 ml of acetic anhydride are heated on a steam bath. After 90 minutes, the reaction mixture is stirred into ice/water. The thus-precipitated product is suctioned off, taken up in methylene chloride, washed with water, and dried over sodium sulfate. After recrystallization from ethyl acetate, 120 g of 15α-acetoxy-4-androstene-3,17-dione is obtained, mp 145° C.